This data is from the Open Reaction Database (ORD), a public repository of structured organic reaction records. The task is: describe an organic reaction: reactants, conditions, products, and yield Reactants: [Al+3], CC(=O)Cl, Cc1ccc2c(c1)C(C)(C)C(C)C2C(C)C, [Cl-], [Cl-], [Cl-], C[N+](=O)[O-]. Product: CC(=O)c1cc2c(cc1C)C(C)(C)C(C)C2C(C)C. Reaction SMILES: [Al+3:2].[CH3:21][C:22]([Cl:23])=[O:24].[CH:5]([CH3:6])([CH3:7])[CH:8]1[CH:9]([CH3:20])[C:10]([CH3:18])([CH3:19])[c:11]2[cH:12][c:13]([CH3:17])[cH:14][cH:15][c:16]21.[Cl-:1].[Cl-:3].[Cl-:4].[N+:25]([CH3:26])([O-:27])=[O:28]>>[CH:5]([CH3:6])([CH3:7])[CH:8]1[CH:9]([CH3:20])[C:10]([CH3:18])([CH3:19])[c:11]2[cH:12][c:13]([CH3:17])[c:14]([C:22]([CH3:21])=[O:24])[cH:15][c:16]21. Starting materials: CN(C)C=O, O=C1OCCN1CCCl, O=C(O)c1ccccc1Nc1ccnc2c(C(F)(F)F)cccc12, [Na]. Yields the product O=C(OCCN1CCOC1=O)c1ccccc1Nc1ccnc2c(C(F)(F)F)cccc12. As a reaction SMILES: [CH3:35][N:36]([CH3:37])[CH:38]=[O:39].[Cl:26][CH2:27][CH2:28][N:29]1[C:30](=[O:34])[O:31][CH2:32][CH2:33]1.[F:2][C:3]([c:4]1[cH:5][cH:6][cH:7][c:8]2[c:9]([NH:14][c:15]3[c:16]([C:17](=[O:18])[OH:19])[cH:20][cH:21][cH:22][cH:23]3)[cH:10][cH:11][n:12][c:13]12)([F:24])[F:25].[Na:1]>>[F:2][C:3]([c:4]1[cH:5][cH:6][cH:7][c:8]2[c:9]([NH:14][c:15]3[c:16]([C:17]([O:18][CH2:27][CH2:28][N:29]4[C:30](=[O:34])[O:31][CH2:32][CH2:33]4)=[O:19])[cH:20][cH:21][cH:22][cH:23]3)[cH:10][cH:11][n:12][c:13]12)([F:24])[F:25]. Starting materials: C(#N)C1=CC=C(C=O)C=C1 (4-cyanobenzaldehyde), [Mg] (magnesium), ClC1=CC=C(C=C1)Br (4-chlorobromobenzene), BrC(C)Br (dibromoethane). Solvent: O1CCCC1 (tetrahydrofuran), O1CCCC1 (tetrahydrofuran), O1CCCC1 (tetrahydrofuran). Reaction conditions: time 30 minute. Product: ClC1=CC=C(C=C1)C(C1=CC=C(C#N)C=C1)O (4-[(4-Chlorophenyl)(hydroxy)methyl]benzonitrile). Reaction SMILES: [Mg].BrC(Br)C.[Cl:6][C:7]1[CH:12]=[CH:11][C:10](Br)=[CH:9][CH:8]=1.[C:14]([C:16]1[CH:23]=[CH:22][C:19]([CH:20]=[O:21])=[CH:18][CH:17]=1)#[N:15]>O1CCCC1>[Cl:6][C:7]1[CH:12]=[CH:11][C:10]([CH:20]([OH:21])[C:19]2[CH:22]=[CH:23][C:16]([C:14]#[N:15])=[CH:17][CH:18]=2)=[CH:9][CH:8]=1. Procedure details: 0.67 g (27.42 mmol) of magnesium turnings were dried by heating under argon and, after cooling to RT, 30 ml of tetrahydrofuran and 2 ml of dibromoethane were added. At 0° C., 5.00 g (26.12 mmol) of 4-chlorobromobenzene in 30 ml of tetrahydrofuran were slowly added to the mixture, and the mixture was stirred at RT for 30 min. Addition of 3.77 g (28.73 mmol) of 4-cyanobenzaldehyde in 30 ml of tetrahydrofuran was followed by stirring for 3 h. The THF was removed from the reaction solution in a rota... Starting materials: ClC1=CC=C(C=C1)SC1=CC=C(S1)CNO (N-[5-(4-chlorophenylthio)thien-2-ylmethyl]hydroxylamine), C[Si](C)(C)N=C=O (trimethylsilylisocyanate), [Cl-].[NH4+] (ammonium chloride). Run in O1CCOCC1 (dioxan). Conditions: time 2 hour. Yields the product ON(C(=O)N)CC=1SC(=CC1)SC1=CC=C(C=C1)Cl (1-Hydroxy-1-[5-(4-chlorophenylthio)thien-2-ylmethyl]urea). As a reaction SMILES: [Cl:1][C:2]1[CH:7]=[CH:6][C:5]([S:8][C:9]2[S:13][C:12]([CH2:14][NH:15][OH:16])=[CH:11][CH:10]=2)=[CH:4][CH:3]=1.C[Si]([N:21]=[C:22]=[O:23])(C)C.[Cl-].[NH4+]>O1CCOCC1>[OH:16][N:15]([CH2:14][C:12]1[S:13][C:9]([S:8][C:5]2[CH:4]=[CH:3][C:2]([Cl:1])=[CH:7][CH:6]=2)=[CH:10][CH:11]=1)[C:22]([NH2:21])=[O:23] |f:2.3|. Reported procedure: To a solution of N-[5-(4-chlorophenylthio)thien-2-ylmethyl]hydroxylamine (6.65 g) in dioxan (100 ml) at room temperature under nitrogen, was added trimethylsilylisocyanate (4.25 g) and the resulting solution stirred for 2 hours, poured onto saturated aqueous ammonium chloride, extracted with ether (2×100 ml), dried over MgSO4 and evaporated under reduced pressure to give a yellow oil. The oil was flash chromatographed on a Sorbsil C60-40/60H column using ether to give a white solid. Recrystallis... The reactants are ClCC1=NC2=C(N1)C=C(C=C2C(=O)OC)[N+](=O)[O-] (methyl 2-(chloromethyl)-6-nitro-1H-benzimidazole-4-carboxylate), C(C)(=O)[O-].[Na+] (sodium acetate), ice water. Solvent: CN(C)C=O (DMF). Reaction conditions: temperature 50 celsius, time 6 hour. Product: C(C)(=O)OCC1=NC2=C(N1)C=C(C=C2C(=O)OC)[N+](=O)[O-] (Methyl 2-[(acetyloxy)methyl]-6-nitro-1H-benzimidazole-4-carboxylate). Yield: 107.0%. Reaction SMILES: Cl[CH2:2][C:3]1[NH:7][C:6]2[CH:8]=[C:9]([N+:16]([O-:18])=[O:17])[CH:10]=[C:11]([C:12]([O:14][CH3:15])=[O:13])[C:5]=2[N:4]=1.[C:19]([O-:22])(=[O:21])[CH3:20].[Na+]>CN(C=O)C>[C:19]([O:22][CH2:2][C:3]1[NH:7][C:6]2[CH:8]=[C:9]([N+:16]([O-:18])=[O:17])[CH:10]=[C:11]([C:12]([O:14][CH3:15])=[O:13])[C:5]=2[N:4]=1)(=[O:21])[CH3:20] |f:1.2|. Procedure: To a solution of methyl 2-(chloromethyl)-6-nitro-1H-benzimidazole-4-carboxylate (Example 58, Step 1) (99 mg) in DMF (1 mL), was added sodium acetate (17 mg), and the mixture was stirred at 50° C. for 6 hours. To the reaction mixture was added ice water, and it was extracted with ethyl acetate. The ethyl acetate layer was washed with brine, dried over anhydrous magnesium sulfate and concentrated. The residue was purified on column chromatography to obtain the titled compound (65 mg) as colorless ... Starting materials: NC(C(O)C1=CC=CC=C1)C1=CC=CC=C1 (2-amino-1,2-diphenylethanol), ClC1=CC=C(C=C1)N=C=O (4-chlorophenyl isocyanate). Run in ClCCl (dichloromethane), ClCCl (dichloromethane). Reaction conditions: time 1 hour. Product: ClC1=CC=C(C=C1)NC(=O)NC(C(C1=CC=CC=C1)O)C1=CC=CC=C1 (N-(4-chlorophenyl)-N'-(2-hydroxy-1,2-diphenylethyl)urea). The yield is 81.2%. As a reaction SMILES: [NH2:1][CH:2]([C:11]1[CH:16]=[CH:15][CH:14]=[CH:13][CH:12]=1)[CH:3]([C:5]1[CH:10]=[CH:9][CH:8]=[CH:7][CH:6]=1)[OH:4].[Cl:17][C:18]1[CH:23]=[CH:22][C:21]([N:24]=[C:25]=[O:26])=[CH:20][CH:19]=1>ClCCl>[Cl:17][C:18]1[CH:23]=[CH:22][C:21]([NH:24][C:25]([NH:1][CH:2]([C:11]2[CH:16]=[CH:15][CH:14]=[CH:13][CH:12]=2)[CH:3]([OH:4])[C:5]2[CH:10]=[CH:9][CH:8]=[CH:7][CH:6]=2)=[O:26])=[CH:20][CH:19]=1. Procedure: To a solution of (-)-[R-(R*,S*)]-2-amino-1,2-diphenylethanol (1.0 g, 4.7 mmol) in dichloromethane (10 mL) is added dropwise a solution of 4-chlorophenyl isocyanate (0.72 g, 4.7 mmol) in dichloromethane (5 mL). The resulting mixture is stirred 1 hour at room temperature before filtering off the solid product and washing with CH2Cl2 (2X). The product is dried in vacuo at 114° C. to provide 1.4 g (81%) of desired product, mp 198° C. IR (KBr): 3327, 1665, 1549, 1234, 703 cm-1 ; NMR (DMSO-d6): 4.95 (... The reactants are C1CCOC1, N#CC1(CCCN2CCC(O)(c3ccc(Cl)cc3)CC2)c2ccccc2CSc2ccccc21, [Na+], [OH-], O. The product is OC1(c2ccc(Cl)cc2)CCN(CCCC2c3ccccc3CSc3ccccc32)CC1. Reaction SMILES: [CH2:38]1[O:39][CH2:40][CH2:41][CH2:42]1.[Cl:1][c:2]1[cH:3][cH:4][c:5]([C:8]2([OH:34])[CH2:9][CH2:10][N:11]([CH2:14][CH2:15][CH2:16][C:17]3([C:32]#[N:33])[c:18]4[c:19]([cH:28][cH:29][cH:30][cH:31]4)[S:20][CH2:21][c:22]4[c:23]3[cH:24][cH:25][cH:26][cH:27]4)[CH2:12][CH2:13]2)[cH:6][cH:7]1.[Na+:37].[OH-:36].[OH2:35]>>[Cl:1][c:2]1[cH:3][cH:4][c:5]([C:8]2([OH:34])[CH2:9][CH2:10][N:11]([CH2:14][CH2:15][CH2:16][CH:17]3[c:18]4[c:19]([cH:28][cH:29][cH:30][cH:31]4)[S:20][CH2:21][c:22]4[c:23]3[cH:24][cH:25][cH:26][cH:27]4)[CH2:12][CH2:13]2)[cH:6][cH:7]1.